From a dataset of the Open Reaction Database (ORD), a public repository of structured organic reaction records. describe an organic reaction: reactants, conditions, products, and yield The reactants are C(CCC)OC1=CC=C(C(=O)NC[C@@H](C(=O)O)N2CCN(CC2)S(=O)(=O)C)C=C1 ((S)-3-(4-butoxybenzoylamino)-2-(4-methanesulphonylpiperazin-1-yl)propanoic acid), C(C1=CC=CC=C1)OC1=CC=C(C(=O)NC[C@H](N2CCN(CC2)S(=O)(=O)C)C(NO)=O)C=C1 (4-benzyloxy-N—[(S)-2-hydroxycarbamoyl-2-(4-methanesulphonylpiperazin-1-yl)ethyl]benzamide). The product is C(CCC)OC1=CC=C(C(=O)NC[C@H](N2CCN(CC2)S(=O)(=O)C)C(NO)=O)C=C1 (4-Butoxy-N—[(S)-2-hydroxycarbamoyl-2-(4-methane-sulphonylpiperazin-1-yl)ethyl]benzamide). As a reaction SMILES: C(OC1C=CC(C(NC[C@H](N2CCN(S(C)(=O)=O)CC2)C(O)=O)=O)=CC=1)CCC.[CH2:30]([O:37][C:38]1[CH:62]=[CH:61][C:41]([C:42]([NH:44][CH2:45][C@@H:46]([C:57](=[O:60])[NH:58][OH:59])[N:47]2[CH2:52][CH2:51][N:50]([S:53]([CH3:56])(=[O:55])=[O:54])[CH2:49][CH2:48]2)=[O:43])=[CH:40][CH:39]=1)[C:31]1C=CC=[CH:33][CH:32]=1>>[CH2:30]([O:37][C:38]1[CH:39]=[CH:40][C:41]([C:42]([NH:44][CH2:45][C@@H:46]([C:57](=[O:60])[NH:58][OH:59])[N:47]2[CH2:48][CH2:49][N:50]([S:53]([CH3:56])(=[O:54])=[O:55])[CH2:51][CH2:52]2)=[O:43])=[CH:61][CH:62]=1)[CH2:31][CH2:32][CH3:33]. Reported procedure: In a manner similar to example 2-6, starting from 200 mg (0.5 mmol) of (S)-3-(4-butoxybenzoylamino)-2-(4-methanesulphonylpiperazin-1-yl)propanoic acid, 100 mg (55%) of 4-benzyloxy-N—[(S)-2-hydroxycarbamoyl-2-(4-methanesulphonylpiperazin-1-yl)ethyl]benzamide are obtained in the form of a beige solid having a melting point of 130° C. Run at time 30 minute. The reactants are NC1=NC=C(C(=N1)N[C@@H](C)C=1N(C(C2=C(C=CC=C2C1)C1=CC(=NC=C1)OC)=O)C1=CC=CC=C1)C(=O)O ((S)-2-amino-4-((1-(8-(2-methoxypyridin-4-yl)-1-oxo-2-phenyl-1,2-dihydroisoquinolin-3-yl)ethyl)amino)-pyrimidine-5-carboxylic acid), C(C)N=C=NCCCN(C)C (1-ethyl-3-(3-dimethylaminopropyl)carbodiimide), OC1=CC=CC=2NN=NC21 (hydroxybenzotriazole), CNC (dimethylamine), C(C)(C)N(C(C)C)CC (N,N-diisopropylethylamine). Product: product 112, CN(C(=O)C=1C=NC=NC1)C (N,N-dimethylpyrimidine-5-carboxamide). RXN SMILES: N[C:2]1[N:7]=[C:6](N[C@H](C2N(C3C=CC=CC=3)C(=O)C3C(C=2)=CC=CC=3C2C=CN=C(OC)C=2)C)[C:5]([C:36]([OH:38])=O)=[CH:4][N:3]=1.[CH2:39]([N:41]=[C:42]=NCCCN(C)C)C.OC1C2N=NNC=2C=CC=1.CNC.C(N(CC)C(C)C)(C)C>CN(C)C=O>[CH3:39][N:41]([CH3:42])[C:36]([C:5]1[CH:6]=[N:7][CH:2]=[N:3][CH:4]=1)=[O:38]. Procedure: To a solution of (S)-2-amino-4-((1-(8-(2-methoxypyridin-4-yl)-1-oxo-2-phenyl-1,2-dihydroisoquinolin-3-yl)ethyl)amino)-pyrimidine-5-carboxylic acid (44 mg, 0.087 mmol) in anhydrous N,N-dimethylmethanamide (3 mL), 1-ethyl-3-(3-dimethylaminopropyl)carbodiimide (25 mg, 0.13 mmol) and hydroxybenzotriazole (18 mg, 0.13 mmol) were added and the resulting mixture was stirred at RT for 30 min. To this mixture, dimethylamine (2M in THF, 0.065 mL, 0.13 mmol) and N,N-diisopropylethylamine (0.040 mL, 0.19 mm... Solvent: CN(C=O)C (N,N-dimethylmethanamide). Reactants: BrC1=C(C(=O)OC)C=CC=C1 (methyl 2-bromobenzoate), [N+](=O)([O-])C=1C=C(C=CC1)B(O)O (3-nitrophenylboronic acid). The reagents and catalysts are C=1C=CC(=CC1)[P](C=2C=CC=CC2)(C=3C=CC=CC3)[Pd]([P](C=4C=CC=CC4)(C=5C=CC=CC5)C=6C=CC=CC6)([P](C=7C=CC=CC7)(C=8C=CC=CC8)C=9C=CC=CC9)[P](C=1C=CC=CC1)(C=1C=CC=CC1)C=1C=CC=CC1 (tetrakis(triphenylphosphine)palladium(0)). Yields the product COC(=O)C=1C(=CC=CC1)C1=CC(=CC=C1)[N+](=O)[O-] (3′-Nitro-[1,1′-biphenyl]-2-carboxylic acid methyl ester). As a reaction SMILES: Br[C:2]1[CH:11]=[CH:10][CH:9]=[CH:8][C:3]=1[C:4]([O:6][CH3:7])=[O:5].[N+:12]([C:15]1[CH:16]=[C:17](B(O)O)[CH:18]=[CH:19][CH:20]=1)([O-:14])=[O:13]>C1C=CC([P]([Pd]([P](C2C=CC=CC=2)(C2C=CC=CC=2)C2C=CC=CC=2)([P](C2C=CC=CC=2)(C2C=CC=CC=2)C2C=CC=CC=2)[P](C2C=CC=CC=2)(C2C=CC=CC=2)C2C=CC=CC=2)(C2C=CC=CC=2)C2C=CC=CC=2)=CC=1>[CH3:7][O:6][C:4]([C:3]1[C:2]([C:19]2[CH:18]=[CH:17][CH:16]=[C:15]([N+:12]([O-:14])=[O:13])[CH:20]=2)=[CH:11][CH:10]=[CH:9][CH:8]=1)=[O:5] |^1:27,29,48,67|. Procedure: n.m.r. (DMSO-d6) δ values include 3.61 (s, 3 H), 7.51 (d, 1 H), 7.58 (t, 1 H), 7.69 (m, 3 H), 7.88 (d, 1 H), 8.24 (d, 1 H); from methyl 2-bromobenzoate (1.53 g), tetrakis(triphenylphosphine)palladium(0) (270 mg) and 3-nitrophenylboronic acid (1.44 g). Reactants: CCOCC, COC(OC)c1ccc(CC(C)=O)cc1, CN(C)C=O, ClCc1ccc(Cl)c(Cl)c1, [H-], [Na+], O=C(O)CC(O)(CC(=O)O)C(=O)O, CC(=O)C(Cc1ccc(Cl)cc1)c1ccc(-c2ccccc2)cc1, c1ccccc1. The product is COC(OC)c1ccc(C(Cc2ccc(Cl)c(Cl)c2)C(C)=O)cc1. As a reaction SMILES: [CH2:76]([O:77][CH2:78][CH3:79])[CH3:80].[CH3:27][O:28][CH:29]([c:30]1[cH:31][cH:32][c:33]([CH2:36][C:37]([CH3:38])=[O:39])[cH:34][cH:35]1)[O:40][CH3:41].[CH3:65][N:66]([CH3:67])[CH:68]=[O:69].[Cl:42][c:43]1[cH:44][c:45]([CH2:46][Cl:47])[cH:48][cH:49][c:50]1[Cl:51].[H-:1].[Na+:2].[OH:52][C:53]([CH2:54][C:55]([C:56](=[O:57])[OH:58])([CH2:59][C:60](=[O:61])[OH:62])[OH:63])=[O:64].[c:3]1(-[c:4]2[cH:5][cH:6][cH:7][cH:8][cH:9]2)[cH:10][cH:11][c:12]([CH:13]([CH2:14][c:15]2[cH:16][cH:17][c:18]([Cl:19])[cH:20][cH:21]2)[C:22](=[O:23])[CH3:24])[cH:25][cH:26]1.[cH:70]1[cH:71][cH:72][cH:73][cH:74][cH:75]1>>[CH3:27][O:28][CH:29]([c:30]1[cH:31][cH:32][c:33]([CH:36]([C:37]([CH3:38])=[O:39])[CH2:46][c:45]2[cH:44][c:43]([Cl:42])[c:50]([Cl:51])[cH:49][cH:48]2)[cH:34][cH:35]1)[O:40][CH3:41]. Starting materials: ClC1=NC2=CC(=CN=C2C=C1)OC (2-chloro-7-methoxy-[1,5]naphthyridine), C(C)(C)(C)OC(NC1CCN(CC1)CCO)=O ([1-(2-hydroxy-ethyl)-piperidin-4-yl]-carbamic acid tert-butyl ester), O=C1CSC2=C(N1)C=C(C=C2)C(=O)O (3-oxo-3,4-dihydro-2H-benzo[1,4]thiazine-6-carboxylic acid). Yields the product COC1=CN=C2C=CC(=NC2=C1)OCCN1CCC(CC1)NC(=O)C=1C=CC2=C(NC(CS2)=O)C1 (3-oxo-3,4-dihydro-2H-benzo[1,4]thiazine-6-carboxylic acid {1-[2-(7-methoxy-[1,5]naphthyridin-2-yloxy)-ethyl]-piperidin-4-yl}-amide). Reaction SMILES: Cl[C:2]1[CH:11]=[CH:10][C:9]2[C:4](=[CH:5][C:6]([O:12][CH3:13])=[CH:7][N:8]=2)[N:3]=1.C(O[C:19](=[O:30])[NH:20][CH:21]1[CH2:26][CH2:25][N:24]([CH2:27][CH2:28][OH:29])[CH2:23][CH2:22]1)(C)(C)C.[O:31]=[C:32]1[NH:37][C:36]2[CH:38]=[C:39](C(O)=O)[CH:40]=[CH:41][C:35]=2[S:34][CH2:33]1>>[CH3:13][O:12][C:6]1[CH:5]=[C:4]2[C:9]([CH:10]=[CH:11][C:2]([O:29][CH2:28][CH2:27][N:24]3[CH2:23][CH2:22][CH:21]([NH:20][C:19]([C:39]4[CH:40]=[CH:41][C:35]5[S:34][CH2:33][C:32](=[O:31])[NH:37][C:36]=5[CH:38]=4)=[O:30])[CH2:26][CH2:25]3)=[N:3]2)=[N:8][CH:7]=1. Reported procedure: The title compound is prepared as an off-white lyophilizated powder following Scheme 1 and in analogy to Example 1 using 2-chloro-7-methoxy-[1,5]naphthyridine, [1-(2-hydroxy-ethyl)-piperidin-4-yl]-carbamic acid tert-butyl ester and 3-oxo-3,4-dihydro-2H-benzo[1,4]thiazine-6-carboxylic acid as starting materials. Reactants: C(=Cc1ccc(cc1)F)C=O, CC1=CN=C(C=C1)N, [C-]#[N+]C1CCCCC1. Reagents/catalysts: O=C(O)C(F)(F)F (trifluoroacetic acid). The solvent is CC(C)O (isopropyl alcohol), CC(C)O (isopropylalcohol). Conditions: temperature 22 celsius, time 20 hour. The product is Cc1ccc2nc(C=Cc3ccc(cc3)F)c(NC3CCCCC3)n2c1. Yield: 0.0%. RXN SMILES: CC1=CC=C(N)N=C1.[C-]#[N+]C1CCCCC1.FC1=CC=C(\C=C\C=O)C=C1>>CC1=CN2C(C=C1)=NC(\C=C\C1=CC=C(F)C=C1)=C2NC1CCCCC1. The reactants are O=C1N([C@@H](CCNC12CCCC2)C2=CC=CC=C2)CC(=O)OCC2=CC=CC=C2 (Benzyl [(9S)-11-oxo-9-phenyl-6,10-diazaspiro[4.6]undec-10-yl]acetate). The reagents and catalysts are [Pd] (Pd/C). The solvent is CO (methanol). Yields the product O=C1N([C@@H](CCNC12CCCC2)C2=CC=CC=C2)CC(=O)O ([(9S)-11-Oxo-9-phenyl-6,10-diazaspiro[4.6]undec-10-yl]acetic acid). As a reaction SMILES: [O:1]=[C:2]1[C:8]2([CH2:12][CH2:11][CH2:10][CH2:9]2)[NH:7][CH2:6][CH2:5][C@@H:4]([C:13]2[CH:18]=[CH:17][CH:16]=[CH:15][CH:14]=2)[N:3]1[CH2:19][C:20]([O:22]CC1C=CC=CC=1)=[O:21]>CO.[Pd]>[O:1]=[C:2]1[C:8]2([CH2:9][CH2:10][CH2:11][CH2:12]2)[NH:7][CH2:6][CH2:5][C@@H:4]([C:13]2[CH:18]=[CH:17][CH:16]=[CH:15][CH:14]=2)[N:3]1[CH2:19][C:20]([OH:22])=[O:21]. Procedure details: A solution of benzyl [(9S)-11-oxo-9-phenyl-6,10-diazaspiro[4.6]undec-10-yl]acetate from Step B (0.190 g, 0.484 mmol) in methanol (10 mL) was passed through an H-Cube™ continuous flow hydrogenation reactor at 50 Bar of H2 using a Pd/C catalyst at ambient temperature. The solution was concentrated in vacuo to yield the title compound. MS: m/z=303 (M+1).